From a dataset of the Open Reaction Database (ORD), a public repository of structured organic reaction records. describe an organic reaction: reactants, conditions, products, and yield Reactants: CC1=C(N=CN1C(C1=CC=CC=C1)(C1=CC=CC=C1)C1=CC=CC=C1)/C=C/C(=O)C1=CC2=CC=CC=C2C=C1 ((E)-3-(5-methyl-1-(triphenylmethy)-1H-imidazol-4-yl]-1-(2-naphthalenyl)-2-propen-1-one), C(\C=C/C(=O)[O-])(=O)[O-] (maleate). Yields the product C(\C=C/C(=O)O)(=O)O.CC1=C(N=CN1)C=CC(=O)C1=CC2=CC=CC=C2C=C1 (3-(5-Methyl-1H-imidazol-4-yl)-1-(2-naphthalenyl)-2-propen-1-one maleate). As a reaction SMILES: [CH3:1][C:2]1[N:6](C(C2C=CC=CC=2)(C2C=CC=CC=2)C2C=CC=CC=2)[CH:5]=[N:4][C:3]=1/[CH:26]=[CH:27]/[C:28]([C:30]1[CH:39]=[CH:38][C:37]2[C:32](=[CH:33][CH:34]=[CH:35][CH:36]=2)[CH:31]=1)=[O:29].[C:40]([O-:47])(=[O:46])/[CH:41]=[CH:42]\[C:43]([O-:45])=[O:44]>>[C:40]([OH:47])(=[O:46])/[CH:41]=[CH:42]\[C:43]([OH:45])=[O:44].[CH3:1][C:2]1[NH:6][CH:5]=[N:4][C:3]=1[CH:26]=[CH:27][C:28]([C:30]1[CH:39]=[CH:38][C:37]2[C:32](=[CH:33][CH:34]=[CH:35][CH:36]=2)[CH:31]=1)=[O:29] |f:2.3|. Procedure details: The deprotection of (E)-3-(5-methyl-1-(triphenylmethy)-1H-imidazol-4-yl]-1-(2-naphthalenyl)-2-propen-1-one (1.25 g) followed by maleate formation gave the title compound (0.75 g), m.p. 190°-191° (decomp.). The reactants are ClC1=C(C=C(C=C1)CNC(C(F)(F)F)=O)C1=NN(C(N1)=O)C1=CC(=C(C(=O)OC)C=C1)OC (methyl 4-(3-(2-chloro-5-((2,2,2-trifluoroacetamido) methyl)phenyl)-5-oxo-4,5-dihydro-1H-1,2,4-triazol-1-yl)-2-methoxybenzoate), FC(C=1C=C(N)C=CC1)(F)F (3-(trifluoromethyl)aniline), C[Al](C)C (trimethyl aluminium). Solvent: C1(=CC=CC=C1)C (toluene). The product is ClC1=C(C=C(C=C1)CNC(C(F)(F)F)=O)C1=NN(C(N1)=O)C1=CC(=C(C(=O)NC2=CC(=CC=C2)C(F)(F)F)C=C1)OC (4-(3-(2-chloro-5-((2,2,2-trifluoroacetamido)methyl)phenyl)-5-oxo-4,5-dihydro-1H-1,2,4-triazol-1-yl)-2-methoxy-N-(3-(trifluoromethyl)phenyl)benzamide). Yield: 67.1%. As a reaction SMILES: [Cl:1][C:2]1[CH:7]=[CH:6][C:5]([CH2:8][NH:9][C:10](=[O:15])[C:11]([F:14])([F:13])[F:12])=[CH:4][C:3]=1[C:16]1[NH:20][C:19](=[O:21])[N:18]([C:22]2[CH:31]=[CH:30][C:25]([C:26](OC)=[O:27])=[C:24]([O:32][CH3:33])[CH:23]=2)[N:17]=1.[F:34][C:35]([F:44])([F:43])[C:36]1[CH:37]=[C:38]([CH:40]=[CH:41][CH:42]=1)[NH2:39].C[Al](C)C>C1(C)C=CC=CC=1>[Cl:1][C:2]1[CH:7]=[CH:6][C:5]([CH2:8][NH:9][C:10](=[O:15])[C:11]([F:12])([F:14])[F:13])=[CH:4][C:3]=1[C:16]1[NH:20][C:19](=[O:21])[N:18]([C:22]2[CH:31]=[CH:30][C:25]([C:26]([NH:39][C:38]3[CH:40]=[CH:41][CH:42]=[C:36]([C:35]([F:34])([F:43])[F:44])[CH:37]=3)=[O:27])=[C:24]([O:32][CH3:33])[CH:23]=2)[N:17]=1. Procedure details: To a solution of methyl 4-(3-(2-chloro-5-((2,2,2-trifluoroacetamido) methyl)phenyl)-5-oxo-4,5-dihydro-1H-1,2,4-triazol-1-yl)-2-methoxybenzoate (0.200 g, 0.413 mmol) in dry toluene (3 mL) was added 3-(trifluoromethyl)aniline (0.100 g, 0.619 mmol) followed by addition of trimethyl aluminium (2M solution in toluene) (2 mL). The reaction mass was refluxed for 3-4 h. The reaction mass was quenched in water and extracted with ethyl acetate. The organic layer was dried over anhydrous sodium sulphate an... The reactants are C=CCCNC1(Cc2ccccc2)CCC(=O)CC1, [Mg+]CCc1ccccc1, C1CCOC1, [Cl-], [Cl-], [NH4+]. RXN SMILES: [CH2:1]([CH:2]=[CH2:3])[CH2:4][NH:5][C:6]1([CH2:13][c:14]2[cH:15][cH:16][cH:17][cH:18][cH:19]2)[CH2:7][CH2:8][C:9](=[O:12])[CH2:10][CH2:11]1.[CH2:21]([CH2:22][c:23]1[cH:24][cH:25][cH:26][cH:27][cH:28]1)[Mg+:29].[CH2:32]1[O:33][CH2:34][CH2:35][CH2:36]1.[Cl-:20].[Cl-:30].[NH4+:31]>>[CH2:1]([CH:2]=[CH2:3])[CH2:4][NH:5][C:6]1([CH2:13][c:14]2[cH:15][cH:16][cH:17][cH:18][cH:19]2)[CH2:7][CH2:8][C:9]([OH:12])([CH2:21][CH2:22][c:23]2[cH:24][cH:25][cH:26][cH:27][cH:28]2)[CH2:10][CH2:11]1.[ClH:20]. The product is C=CCCNC1(Cc2ccccc2)CCC(O)(CCc2ccccc2)CC1, Cl. Starting materials: C1=CC(=CC=C1O)C (p-cresol), C=O (formaldehyde), N (ammonia). Product: N.C1(=CC=CC=C1O)C (ammonia cresol). RXN SMILES: [CH:1]1[C:6]([OH:7])=[CH:5][CH:4]=[C:3](C)[CH:2]=1.[CH2:9]=O.[NH3:11]>>[NH3:11].[C:5]1([CH3:9])[C:6]([OH:7])=[CH:1][CH:2]=[CH:3][CH:4]=1 |f:3.4|. Reported procedure: A mixture of 1.0 mole of p-cresol, 1.2 moles of formaldehyde and 0.2 mole of ammonia is heated on a water bath to form an ammonia-cresol base resin. A quantity (40 parts) of this resin and 60 parts of a bisphenol-A type epoxy resin (Epikote® 1007 manufactured by Shell Chemical Company) are dissolved in a mixed organic solvent made up of equal amounts of methylisobutyl ketone and methylethyl ketone to form a base resin solution. Next, a maleic anhydride-modified olefin resin having 74.9% crystall...